The task is: describe an organic reaction: reactants, conditions, products, and yield. This data is from the Open Reaction Database (ORD), a public repository of structured organic reaction records. Reactants: COC=1C=C(C=CC1)C1=C2CC(NC2=CC=C1)=O (4-(3-methoxy-phenyl)-1,3-dihydro-indol-2-one), C(C)N(CCNC(=O)C1=C(NC(=C1C)C=O)C)CC (5-formyl-2,4-dimethyl-1H-pyrrole-3-carboxylic acid (2-diethylamino-ethyl)-amide). The reagents and catalysts are N1CCCCC1 (piperidine). Solvent: C(C)O (ethanol). Reaction conditions: time 3 day. Yields the product C(C)N(CCNC(=O)C1=C(NC(=C1C)C=C1C(NC2=CC=CC(=C12)C1=CC(=CC=C1)OC)=O)C)CC (5-[4-(3-methoxy-phenyl)-2-oxo-1,2-dihydro-indol-3-ylidenemethyl]-2,4-dimethyl-1H-pyrrole-3-carboxylic acid (2-diethylamino-ethyl)-amide). Yield: 77.3%. As a reaction SMILES: [CH3:1][O:2][C:3]1[CH:4]=[C:5]([C:9]2[CH:17]=[CH:16][CH:15]=[C:14]3[C:10]=2[CH2:11][C:12](=[O:18])[NH:13]3)[CH:6]=[CH:7][CH:8]=1.[CH2:19]([N:21]([CH2:36][CH3:37])[CH2:22][CH2:23][NH:24][C:25]([C:27]1[C:31]([CH3:32])=[C:30]([CH:33]=O)[NH:29][C:28]=1[CH3:35])=[O:26])[CH3:20]>C(O)C.N1CCCCC1>[CH2:36]([N:21]([CH2:19][CH3:20])[CH2:22][CH2:23][NH:24][C:25]([C:27]1[C:31]([CH3:32])=[C:30]([CH:33]=[C:11]2[C:10]3[C:14](=[CH:15][CH:16]=[CH:17][C:9]=3[C:5]3[CH:6]=[CH:7][CH:8]=[C:3]([O:2][CH3:1])[CH:4]=3)[NH:13][C:12]2=[O:18])[NH:29][C:28]=1[CH3:35])=[O:26])[CH3:37]. Procedure: To a solution of 4-(3-methoxy-phenyl)-1,3-dihydro-indol-2-one (59.8 mg, 0.25 mmol) and 5-formyl-2,4-dimethyl-1H-pyrrole-3-carboxylic acid (2-diethylamino-ethyl)-amide (69.0 mg, 0.25 mmol) in ethanol (2 mL) was added piperidine (3 drops). The reaction mixture was stirred at room temperature for three days. The reaction solution was evaporated, and purified on a silica gel column eluting with MeOH—CH2Cl2 5:95 to provide 5-[4-(3-methoxy-phenyl)-2-oxo-1,2-dihydro-indol-3-ylidenemethyl]-2,4-dimethyl-...